Dataset: the Open Reaction Database (ORD), a public repository of structured organic reaction records. Task: describe an organic reaction: reactants, conditions, products, and yield RXN SMILES: C([O:4][C@H:5]1[CH2:22][CH2:21][C@@:20]2([CH3:23])[CH:7]([CH2:8][C:9](=[O:25])[C@@H:10]3[C@@H:19]2[CH2:18][CH2:17][C@@:15]2([CH3:16])[C@H:11]3[CH2:12][CH2:13][C:14]2=[O:24])[CH2:6]1)(=O)C>CO.[OH-].[Na+]>[OH:4][C@H:5]1[CH2:22][CH2:21][C@@:20]2([CH3:23])[CH:7]([CH2:8][C:9](=[O:25])[C@@H:10]3[C@@H:19]2[CH2:18][CH2:17][C@@:15]2([CH3:16])[C@H:11]3[CH2:12][CH2:13][C:14]2=[O:24])[CH2:6]1 |f:2.3|. Starting materials: C(C)(=O)O[C@@H]1CC2CC([C@H]3[C@@H]4CCC([C@@]4(C)CC[C@@H]3[C@]2(CC1)C)=O)=O (3β-acetoxyandrostane-7,17-dione). Reaction conditions: time 10 minute. Yields the product O[C@@H]1CC2CC([C@H]3[C@@H]4CCC([C@@]4(C)CC[C@@H]3[C@]2(CC1)C)=O)=O (3β-hydroxyandrostane-7,17-dione). The yield is 95.0%. Procedure: To a solution of 3β-acetoxyandrostane-7,17-dione in MeOH (156 mL), 5N NaOH (54 mL) was added. After stirring at room temperature for 10 min the solution was evaporated and the residue extracted with CH2Cl2 (2×). The combined organic extracts were washed with brine, dried over Na2SO4, filtered and evaporated to dryness to give 3β-hydroxyandrostane-7,17-dione (1.70 g, 95%). 1H-NMR (300 MHz, acetone-d6, ppm from TMS): δ 4.56 (1H, d), 3.35 (1H, m), 2.66-0.87 (20H, m), 1.02 (3H, s), 0.76 (3H, s). The solvent is CO (MeOH), [OH-].[Na+] (NaOH). Starting materials: FC1=C(C=CC(=C1)F)N1N=CC=2C1=NC=CC2B(O)O (1-(2,4-difluorophenyl)-1H-pyrazolo[3,4-b]pyridin-4-ylboronic acid), BrC=1C(=NC=NC1)C (5-bromo-4-methylpyrimidine), C([O-])([O-])=O.[Na+].[Na+] (sodium carbonate). The reagents and catalysts are [Pd].C1(=CC=CC=C1)P(C1=CC=CC=C1)C1=CC=CC=C1.C1(=CC=CC=C1)P(C1=CC=CC=C1)C1=CC=CC=C1.C1(=CC=CC=C1)P(C1=CC=CC=C1)C1=CC=CC=C1.C1(=CC=CC=C1)P(C1=CC=CC=C1)C1=CC=CC=C1 (tetrakis(triphenylphosphine) palladium(0)). Solvent: CCO.COCCOC.O (EtOH DME H2O). Reaction conditions: temperature 90 celsius. Product: FC1=C(C=CC(=C1)F)N1N=CC=2C1=NC=CC2C=2C(=NC=NC2)C (1-(2,4-difluorophenyl)-4-(4-methylpyrimidin-5-yl)-1H-pyrazolo[3,4-b]pyridine). Isolated yield 61.1%. Reaction SMILES: [F:1][C:2]1[CH:7]=[C:6]([F:8])[CH:5]=[CH:4][C:3]=1[N:9]1[C:13]2=[N:14][CH:15]=[CH:16][C:17](B(O)O)=[C:12]2[CH:11]=[N:10]1.Br[C:22]1[C:23]([CH3:28])=[N:24][CH:25]=[N:26][CH:27]=1.C(=O)([O-])[O-].[Na+].[Na+]>[Pd].C1(P(C2C=CC=CC=2)C2C=CC=CC=2)C=CC=CC=1.C1(P(C2C=CC=CC=2)C2C=CC=CC=2)C=CC=CC=1.C1(P(C2C=CC=CC=2)C2C=CC=CC=2)C=CC=CC=1.C1(P(C2C=CC=CC=2)C2C=CC=CC=2)C=CC=CC=1.CCO.COCCOC.O>[F:1][C:2]1[CH:7]=[C:6]([F:8])[CH:5]=[CH:4][C:3]=1[N:9]1[C:13]2=[N:14][CH:15]=[CH:16][C:17]([C:22]3[C:23]([CH3:28])=[N:24][CH:25]=[N:26][CH:27]=3)=[C:12]2[CH:11]=[N:10]1 |f:2.3.4,5.6.7.8.9,10.11.12|. Reported procedure: Example 64 was prepared according to the general procedure in Example 1, except heating at 90° C. for 18 h, and using the following materials: Intermediate 63A (35.0 mg, 0.127 mmol), 5-bromo-4-methylpyrimidine (41.2 mg, 0.238 mmol), sodium carbonate (58.9 mg, 0.556 mmol), EtOH:DME:H2O (1.2:2.5:1.0 ratio) (1.0 mL) and tetrakis(triphenylphosphine) palladium(0) (17.5 mg, 0.0151 mmol). Example 64 was isolated as a white solid (25.1 mg, 60.7%). Purification was done by preparative HPLC (Condition A) ...